From a dataset of the Open Reaction Database (ORD), a public repository of structured organic reaction records. describe an organic reaction: reactants, conditions, products, and yield Starting materials: C(C)OC(C(CC1=CC=C(C=C1)OCCC1N(C(NC1)=O)C)(OC1=CC=CC=C1)C)=O (2-methyl-3-{4-[2-(3-methyl-2-oxo-imidazolidin-4-yl)-ethoxy]-phenyl}-2-phenoxy-propionic acid ethyl ester), [H-].[Na+] (NaH), [OH-].[Na+] (NaOH), COC1=C(CCl)C=CC=C1 (2-methoxybenzyl chloride). Run in CN(C)C=O (DMF), C(C)O (ethanol). Reaction conditions: time 20 minute. Yields the product COC1=C(CN2C(N(C(C2)CCOC2=CC=C(C=C2)CC(C(=O)O)(OC2=CC=CC=C2)C)C)=O)C=CC=C1 (3-(4-{2-[1-(2-methoxy-benzyl)-3-methyl-2-oxo-imidazolidin-4-yl]-ethoxy}-phenyl)-2-methyl-2-phenoxy-propionic acid). Isolated yield 52.8%. As a reaction SMILES: C([O:3][C:4](=[O:31])[C:5]([CH3:30])([O:23][C:24]1[CH:29]=[CH:28][CH:27]=[CH:26][CH:25]=1)[CH2:6][C:7]1[CH:12]=[CH:11][C:10]([O:13][CH2:14][CH2:15][CH:16]2[CH2:20][NH:19][C:18](=[O:21])[N:17]2[CH3:22])=[CH:9][CH:8]=1)C.[H-].[Na+].[CH3:34][O:35][C:36]1[CH:43]=[CH:42][CH:41]=[CH:40][C:37]=1[CH2:38]Cl.[OH-].[Na+]>CN(C=O)C.C(O)C>[CH3:34][O:35][C:36]1[CH:43]=[CH:42][CH:41]=[CH:40][C:37]=1[CH2:38][N:19]1[CH2:20][CH:16]([CH2:15][CH2:14][O:13][C:10]2[CH:9]=[CH:8][C:7]([CH2:6][C:5]([CH3:30])([O:23][C:24]3[CH:25]=[CH:26][CH:27]=[CH:28][CH:29]=3)[C:4]([OH:31])=[O:3])=[CH:12][CH:11]=2)[N:17]([CH3:22])[C:18]1=[O:21] |f:1.2,4.5|. Procedure: A solution of 2-methyl-3-{4-[2-(3-methyl-2-oxo-imidazolidin-4-yl)-ethoxy]-phenyl}-2-phenoxy-propionic acid ethyl ester (0.12 g, 0.281 mmol) in DMF (7 mL) is treated with NaH (60% oil suspension, 0.023 g, 0.575 mmol) and stirred at room temperature under N2 for 20 minutes. The reaction is treated with 2-methoxybenzyl chloride (0.066 g, 0.421 mmol) and then warmed to room temperature and stirred for 3 h. The reaction is quenched with 1 N HCl (10 mL) and worked up extractively with Et2O and water. ... Reactants: Cl.NC1=CC(=C(C(=O)NCCN(CC)CC)C=C1Cl)O (4-amino-5-chloro-N-[2-(diethylamino)ethyl]-2-hydroxybenzamide hydrochloride), COC(CCl)OC (chloroacetaldehyde dimethyl acetal), C([O-])([O-])=O.[K+].[K+] (potassium carbonate), [Br-].[Na+] (sodium bromide). Solvent: CN(C)C=O (DMF). Product: NC1=CC(=C(C(=O)NCCN(CC)CC)C=C1Cl)OCC(OC)OC (4-Amino-5-chloro-N-[2-(diethylamino)ethyl]-2-(2,2-dimethoxyethoxy)benzamide). Reaction SMILES: Cl.[NH2:2][C:3]1[C:18]([Cl:19])=[CH:17][C:6]([C:7]([NH:9][CH2:10][CH2:11][N:12]([CH2:15][CH3:16])[CH2:13][CH3:14])=[O:8])=[C:5]([OH:20])[CH:4]=1.[CH3:21][O:22][CH:23]([O:26][CH3:27])[CH2:24]Cl.C(=O)([O-])[O-].[K+].[K+].[Br-].[Na+]>CN(C=O)C>[NH2:2][C:3]1[C:18]([Cl:19])=[CH:17][C:6]([C:7]([NH:9][CH2:10][CH2:11][N:12]([CH2:13][CH3:14])[CH2:15][CH3:16])=[O:8])=[C:5]([O:20][CH2:24][CH:23]([O:26][CH3:27])[O:22][CH3:21])[CH:4]=1 |f:0.1,3.4.5,6.7|. Procedure details: A mixture of 4-amino-5-chloro-N-[2-(diethylamino)ethyl]-2-hydroxybenzamide hydrochloride (8.06 g, 0.025 mole), chloroacetaldehyde dimethyl acetal (6.23 g; 0.05 mole), potassium carbonate (6.91 g, 0.05 mole) and sodium bromide (2.57 g, 0.025-mole) in 100 ml of dry DMF was stirred at reflux for 8 hours. After four hours at reflux an additional amount of the alkylating agent (6.23 g, 0.05 mole) was added. The mixture was filtered and the DMF was removed under vacuum. The oily residue was redissolve... Starting materials: [Al+3].[Cl-].[Cl-].[Cl-] (AlCl3), C(C)(=O)OC(C)=O (acetic acid anhydride). Product: C(C)(=O)Cl (acetyl chloride), C(C)(=O)[O-].[Al+3].C(C)(=O)[O-].C(C)(=O)[O-] (aluminum acetate). As a reaction SMILES: [Al+3:1].[Cl-:2].[Cl-].[Cl-].[C:5]([O:8]C(=O)C)(=[O:7])[CH3:6]>>[C:5]([Cl:2])(=[O:8])[CH3:6].[C:5]([O-:8])(=[O:7])[CH3:6].[Al+3:1].[C:5]([O-:8])(=[O:7])[CH3:6].[C:5]([O-:8])(=[O:7])[CH3:6] |f:0.1.2.3,6.7.8.9|. Procedure details: Advantageously, approximately n equivalents of the carboxylic anhydride, or a slight excess, are used. Naturally, it is also possible, with reduced yield, to use the carboxylic anhydride in less than equivalent amounts. Good results are obtained when 0.95 n to 1.05 n equivalents of the carboxylic anhydride are used. For example, it is possible to react 1 mole of AlCl3 (n=3) with 3 moles of acetic acid anhydride to give acetyl chloride and aluminum acetate. Starting materials: CS(C)=O, CC(C)O, OCCC1CCCNC1, FC(F)(F)c1c(-c2ccccc2)noc1-c1nc(-c2ccc(C3CO3)cc2)no1. Product: OCCC1CCCN(CC(O)c2ccc(-c3noc(-c4onc(-c5ccccc5)c4C(F)(F)F)n3)cc2)C1. RXN SMILES: [CH3:39][S:40]([CH3:41])=[O:42].[CH3:43][CH:44]([OH:45])[CH3:46].[NH:30]1[CH2:31][CH:32]([CH2:36][CH2:37][OH:38])[CH2:33][CH2:34][CH2:35]1.[O:1]1[CH:2]([c:4]2[cH:5][cH:6][c:7](-[c:10]3[n:11][o:12][c:13](-[c:15]4[c:16]([C:26]([F:27])([F:28])[F:29])[c:17](-[c:20]5[cH:21][cH:22][cH:23][cH:24][cH:25]5)[n:18][o:19]4)[n:14]3)[cH:8][cH:9]2)[CH2:3]1>>[OH:1][CH:2]([CH2:3][N:30]1[CH2:31][CH:32]([CH2:36][CH2:37][OH:38])[CH2:33][CH2:34][CH2:35]1)[c:4]1[cH:5][cH:6][c:7](-[c:10]2[n:11][o:12][c:13](-[c:15]3[c:16]([C:26]([F:27])([F:28])[F:29])[c:17](-[c:20]4[cH:21][cH:22][cH:23][cH:24][cH:25]4)[n:18][o:19]3)[n:14]2)[cH:8][cH:9]1.